From a dataset of the Open Reaction Database (ORD), a public repository of structured organic reaction records. describe an organic reaction: reactants, conditions, products, and yield The reactants are Cc1ccccc1, CN(C)C=O, FC(F)(F)c1cc(CBr)cc(C(F)(F)F)c1Oc1ccc2[nH]cc(CC3CCCCC3)c2c1, N#C[Na], O. Yields the product N#CCc1cc(C(F)(F)F)c(Oc2ccc3[nH]cc(CC4CCCCC4)c3c2)c(C(F)(F)F)c1. As a reaction SMILES: [CH3:37][c:38]1[cH:39][cH:40][cH:41][cH:42][cH:43]1.[CH3:44][N:45]([CH3:46])[CH:47]=[O:48].[CH:1]1([CH2:7][c:8]2[cH:9][nH:10][c:11]3[cH:12][cH:13][c:14]([O:17][c:18]4[c:19]([C:30]([F:31])([F:32])[F:33])[cH:20][c:21]([CH2:22][Br:23])[cH:24][c:25]4[C:26]([F:27])([F:28])[F:29])[cH:15][c:16]23)[CH2:2][CH2:3][CH2:4][CH2:5][CH2:6]1.[Na:34][C:35]#[N:36].[OH2:49]>>[CH:1]1([CH2:7][c:8]2[cH:9][nH:10][c:11]3[cH:12][cH:13][c:14]([O:17][c:18]4[c:19]([C:30]([F:31])([F:32])[F:33])[cH:20][c:21]([CH2:22][C:35]#[N:36])[cH:24][c:25]4[C:26]([F:27])([F:28])[F:29])[cH:15][c:16]23)[CH2:2][CH2:3][CH2:4][CH2:5][CH2:6]1. The reactants are C1(=CC=CC=C1)C1(CC([C@]([C@H]2CN(C[C@@H]12)C(CC1=C(C=CC=C1)OCC1=CC=CC=C1)=O)(O)C1=C(C=CC=C1)OC)O)C1=CC=CC=C1 ((3aR,4R, SR,7aR)-7,7-diphenyl-4-(2-methoxyphenyl)-2-[(2-benzyloxyphenyl)acetyl]perhydro-4,5-isoindolediol). Reagents/catalysts: [OH-].[OH-].[Pd+2] (palladium hydroxide on charcoal). Solvent: C(C)O (ethanol). Reaction conditions: temperature 60 celsius. Yields the product C1(=CC=CC=C1)C1(C[C@H]([C@]([C@H]2CN(C[C@@H]12)C(CC1=C(C=CC=C1)O)=O)(O)C1=C(C=CC=C1)OC)O)C1=CC=CC=C1 ((3aR,4R,5R,7aR)-7,7-diphenyl-4-(2-methoxyphenyl)-2-[(2-hydroxyphenyl)acetyl]perhydro-4,5-isoindolediol). Isolated yield 84.6%. RXN SMILES: [C:1]1([C:7]2([C:43]3[CH:48]=[CH:47][CH:46]=[CH:45][CH:44]=3)[C@H:15]3[C@H:11]([CH2:12][N:13]([C:16](=[O:32])[CH2:17][C:18]4[CH:23]=[CH:22][CH:21]=[CH:20][C:19]=4[O:24]CC4C=CC=CC=4)[CH2:14]3)[C@:10]([C:34]3[CH:39]=[CH:38][CH:37]=[CH:36][C:35]=3[O:40][CH3:41])([OH:33])[CH:9]([OH:42])[CH2:8]2)[CH:6]=[CH:5][CH:4]=[CH:3][CH:2]=1>[OH-].[OH-].[Pd+2].C(O)C>[C:43]1([C:7]2([C:1]3[CH:6]=[CH:5][CH:4]=[CH:3][CH:2]=3)[C@H:15]3[C@H:11]([CH2:12][N:13]([C:16](=[O:32])[CH2:17][C:18]4[CH:23]=[CH:22][CH:21]=[CH:20][C:19]=4[OH:24])[CH2:14]3)[C@:10]([C:34]3[CH:39]=[CH:38][CH:37]=[CH:36][C:35]=3[O:40][CH3:41])([OH:33])[C@H:9]([OH:42])[CH2:8]2)[CH:48]=[CH:47][CH:46]=[CH:45][CH:44]=1 |f:1.2.3|. Procedure details: A mixture of 1.5 g of (3aR,4R, SR,7aR)-7,7-diphenyl-4-(2-methoxyphenyl)-2-[(2-benzyloxyphenyl)acetyl]perhydro-4,5-isoindolediol and 50 cm3 of ethanol is heated to 60° C. with stirring; 0.5 g of 20% palladium hydroxide on charcoal is added and the reaction mixture is then hydrogenated, with stirring, at a temperature of 60° C. and at atmospheric pressure. After reaction for 45 minutes, the theoretical volume of hydrogen has been absorbed; the reaction mixture is filtered, followed by concentratio... Product: C(C)(C)(C)OC(=O)N1C=CC2=CC(=CC=C12)CO (1-(t-Butyloxycarbonyl)-5-hydroxymethylindole). Yield: 13.1%. Reported procedure: D-Leucinamide (1.0 g, 6.0 mmol), 1-(t-butyloxycarbonyl)-5-formylindole (Example 1, 1.23 g, 5.0 mmol) and DCE (15 mL) were mixed at room temperature. Sodium triacetoxyborohydride (1.48 g, 7.0 mmol) was added in one portion with vigorous stirring. After 2 h, another portion (0.15 g, 0.7 mmol) was added and stirring was continued for an additional 6 h. The reaction mixture was diluted with a saturated NaHCO3 solution (10 mL). Three extractions with EtOAc, washing the combined organic layers with br... Reaction SMILES: N[C@@H](C(N)=O)CC(C)C.[C:10]([O:14][C:15]([N:17]1[C:25]2[C:20](=[CH:21][C:22]([CH:26]=[O:27])=[CH:23][CH:24]=2)[CH:19]=[CH:18]1)=[O:16])([CH3:13])([CH3:12])[CH3:11].ClCCCl.C(O[BH-](OC(=O)C)OC(=O)C)(=O)C.[Na+]>C([O-])(O)=O.[Na+].CO.C(Cl)Cl>[C:10]([O:14][C:15]([N:17]1[C:25]2[C:20](=[CH:21][C:22]([CH2:26][OH:27])=[CH:23][CH:24]=2)[CH:19]=[CH:18]1)=[O:16])([CH3:13])([CH3:11])[CH3:12] |f:3.4,5.6|. Reactants: N[C@H](CC(C)C)C(=O)N (D-Leucinamide), C(C)(C)(C)OC(=O)N1C=CC2=CC(=CC=C12)C=O (1-(t-butyloxycarbonyl)-5-formylindole), ClCCCl (DCE), C(C)(=O)O[BH-](OC(C)=O)OC(C)=O.[Na+] (Sodium triacetoxyborohydride). Run at time 2 hour. Run in CO (MeOH), C(Cl)Cl (DCM), C(=O)(O)[O-].[Na+] (NaHCO3).